From a dataset of the Open Reaction Database (ORD), a public repository of structured organic reaction records. describe an organic reaction: reactants, conditions, products, and yield Reactants: NCCc1c[nH]c2ccc(Br)cc12, CCC1CCCOC1=O, Cc1ccccc1C. The product is CCC(CCCO)C(=O)NCCc1c[nH]c2ccc(Br)cc12. Reaction SMILES: [Br:1][c:2]1[cH:3][cH:4][c:5]2[nH:6][cH:7][c:8]([CH2:9][CH2:10][NH2:11])[c:12]2[cH:13]1.[CH2:14]([CH3:15])[CH:16]1[C:17](=[O:18])[O:19][CH2:20][CH2:21][CH2:22]1.[c:23]1([CH3:24])[c:25]([CH3:26])[cH:27][cH:28][cH:29][cH:30]1>>[Br:1][c:2]1[cH:3][cH:4][c:5]2[nH:6][cH:7][c:8]([CH2:9][CH2:10][NH:11][C:17]([CH:16]([CH2:14][CH3:15])[CH2:22][CH2:21][CH2:20][OH:19])=[O:18])[c:12]2[cH:13]1. Reactants: IC=1NC(=C(N1)I)I (2,4,5-triiodo-1H-imidazole), [H-].[Na+] (NaH), ICCN1CCCC1 (1-(2-iodoethyl)pyrrolidine), I (HI). Solvent: CN(C)C=O (DMF), CCOC(=O)C (EtOAc). The product is IC=1N(C(=C(N1)I)I)CCN1CCCC1 (2,4,5-Triiodo-1-(2-(pyrrolidin-1-yl)ethyl)-1H-imidazole). Yield: 35.0%. As a reaction SMILES: [I:1][C:2]1[NH:3][C:4]([I:8])=[C:5]([I:7])[N:6]=1.[H-].[Na+].I[CH2:12][CH2:13][N:14]1[CH2:18][CH2:17][CH2:16][CH2:15]1.I>CN(C=O)C.CCOC(C)=O>[I:1][C:2]1[N:3]([CH2:12][CH2:13][N:14]2[CH2:18][CH2:17][CH2:16][CH2:15]2)[C:4]([I:8])=[C:5]([I:7])[N:6]=1 |f:1.2|. Procedure: To a solution of 2,4,5-triiodo-1H-imidazole (165) (4.08 g, 9.1 mmol) in DMF (28 mL) at 0° C., was added NaH (1.46 g, 36.4 mmol) portionwise over 30 mins. Then 1-(2-iodoethyl)pyrrolidine×HI 164 (4.85 g, 13.65 mmol) was added at 0° C., and the reaction mixture was allowed to warm to room temperature over a period of 4 hrs. EtOAc (50 mL) was added and the mixture was washed with NaHCO3 aqueous solution. The organic phase was separated and extracted with citric acid solution (3%), the acidic aqueous... The reactants are N#Cc1ccc(C2CCc3cncn32)c(Br)c1, O=C([O-])[O-], COCCOC, [K+], [Na+], [Na+], [OH-], OB(O)c1ccc(F)cc1, c1ccc(P(c2ccccc2)(c2ccccc2)[Pd](P(c2ccccc2)(c2ccccc2)c2ccccc2)(P(c2ccccc2)(c2ccccc2)c2ccccc2)P(c2ccccc2)(c2ccccc2)c2ccccc2)cc1. Product: N#Cc1ccc(C2CCc3cncn32)c(-c2ccc(F)cc2)c1. As a reaction SMILES: [Br:1][c:2]1[cH:3][c:4]([C:5]#[N:6])[cH:7][cH:8][c:9]1[CH:10]1[CH2:11][CH2:12][c:13]2[n:14]1[cH:15][n:16][cH:17]2.[C:28](=[O:29])([O-:30])[O-:31].[CH3:36][O:37][CH2:38][CH2:39][O:40][CH3:41].[K+:35].[Na+:32].[Na+:33].[OH-:34].[OH:18][B:19]([OH:20])[c:21]1[cH:22][cH:23][c:24]([F:25])[cH:26][cH:27]1.[cH:42]1[cH:43][cH:44][c:45]([P:46]([Pd:47]([P:48]([c:49]2[cH:50][cH:51][cH:52][cH:53][cH:54]2)([c:55]2[cH:56][cH:57][cH:58][cH:59][cH:60]2)[c:61]2[cH:62][cH:63][cH:64][cH:65][cH:66]2)([P:67]([c:68]2[cH:69][cH:70][cH:71][cH:72][cH:73]2)([c:74]2[cH:75][cH:76][cH:77][cH:78][cH:79]2)[c:80]2[cH:81][cH:82][cH:83][cH:84][cH:85]2)[P:86]([c:87]2[cH:88][cH:89][cH:90][cH:91][cH:92]2)([c:93]2[cH:94][cH:95][cH:96][cH:97][cH:98]2)[c:99]2[cH:100][cH:101][cH:102][cH:103][cH:104]2)([c:105]2[cH:106][cH:107][cH:108][cH:109][cH:110]2)[c:111]2[cH:112][cH:113][cH:114][cH:115][cH:116]2)[cH:117][cH:118]1>>[c:2]1(-[c:21]2[cH:22][cH:23][c:24]([F:25])[cH:26][cH:27]2)[cH:3][c:4]([C:5]#[N:6])[cH:7][cH:8][c:9]1[CH:10]1[CH2:11][CH2:12][c:13]2[n:14]1[cH:15][n:16][cH:17]2. Reported procedure: Prepared in a similar manner to [2-(3,3-dicyclohexyl-ureido)-thiazole-5-sulfonylamino]-acetic acid via cyclohexyl-(trans-4-propoxy-cyclohexyl)-amine (prepared according to the procedure described for the synthesis of {2-[3-cyclopentyl-3-(trans-4-methoxy-cyclohexyl)-ureido]-thiazol-5-ylsulfanyl}-acetic acid (Step 1) using (trans-4-hydroxy-cyclohexyl)-isoindole-1,3-dione, 1-bromopropane and cyclohexanone) and (2-amino-thiazole-5-sulfonylamino)-acetic acid ethyl ester to give the title compound. The reactants are C(C)OC(CNS(=O)(=O)C1=CN=C(S1)N)=O ((2-amino-thiazole-5-sulfonylamino)-acetic acid ethyl ester), O[C@@H]1CC[C@H](CC1)C1=C2C(NC(C2=CC=C1)=O)=O ((trans-4-hydroxy-cyclohexyl)-isoindole-1,3-dione), C1(CCCCC1)N(C(NC=1SC(=CN1)S(=O)(=O)NCC(=O)O)=O)C1CCCCC1 ([2-(3,3-dicyclohexyl-ureido)-thiazole-5-sulfonylamino]-acetic acid), C1(CCCCC1)N[C@@H]1CC[C@H](CC1)OCCC (cyclohexyl-(trans-4-propoxy-cyclohexyl)-amine), BrCCC (1-bromopropane), C1(CCCC1)N(C(NC=1SC(=CN1)SCC(=O)O)=O)[C@@H]1CC[C@H](CC1)OC ({2-[3-cyclopentyl-3-(trans-4-methoxy-cyclohexyl)-ureido]-thiazol-5-ylsulfanyl}-acetic acid), C1(CCCCC1)=O (cyclohexanone). Yields the product C1(CCCCC1)N(C(NC=1SC(=CN1)S(=O)(=O)NCC(=O)O)=O)[C@@H]1CC[C@H](CC1)OCCC ({2-[3-Cyclohexyl-3-(trans-4-propoxy-cyclohexyl)-ureido]-thiazole-5-sulfonylamino}-acetic acid). RXN SMILES: [CH:1]1([N:7]([CH:24]2[CH2:29][CH2:28][CH2:27][CH2:26][CH2:25]2)[C:8](=[O:23])[NH:9][C:10]2[S:11][C:12]([S:15]([NH:18][CH2:19][C:20]([OH:22])=[O:21])(=[O:17])=[O:16])=[CH:13][N:14]=2)[CH2:6][CH2:5][CH2:4][CH2:3][CH2:2]1.C1(N[C@H]2CC[C@H:40]([O:43]CCC)[CH2:39][CH2:38]2)CCCCC1.C1(N([C@H]2CC[C@H](OC)CC2)C(=O)NC2SC(SCC(O)=O)=CN=2)CCCC1.O[C@H]1CC[C@H](C2C=CC=C3C=2C(=O)NC3=O)CC1.BrCCC.C1(=O)CCCCC1.C(OC(=O)CNS(C1SC(N)=NC=1)(=O)=O)C>>[CH:24]1([N:7]([C@H:1]2[CH2:2][CH2:3][C@H:4]([O:43][CH2:40][CH2:39][CH3:38])[CH2:5][CH2:6]2)[C:8](=[O:23])[NH:9][C:10]2[S:11][C:12]([S:15]([NH:18][CH2:19][C:20]([OH:22])=[O:21])(=[O:16])=[O:17])=[CH:13][N:14]=2)[CH2:29][CH2:28][CH2:27][CH2:26][CH2:25]1. The reactants are COc1ccc([N+](=O)[O-])c(C(=O)O)c1OC, CCO, CC(C)O. Yields the product COc1ccc(N)c(C(=O)O)c1OC. As a reaction SMILES: [CH3:1][O:2][c:3]1[c:4]([C:5](=[O:6])[OH:7])[c:8]([N+:14]([O-:15])=[O:16])[cH:9][cH:10][c:11]1[O:12][CH3:13].[CH3:21][CH2:22][OH:23].[CH:17]([OH:18])([CH3:19])[CH3:20]>>[CH3:1][O:2][c:3]1[c:4]([C:5](=[O:6])[OH:7])[c:8]([NH2:14])[cH:9][cH:10][c:11]1[O:12][CH3:13]. Reactants: O=C([O-])[O-], C1CCOC1, CC(=O)Cl, [K+], [K+], Nc1ccc(N2CCN(C(=O)c3ccccc3)CC2)cc1Nc1ccccc1. Yields the product CC(=O)Nc1ccc(N2CCN(C(=O)c3ccccc3)CC2)cc1Nc1ccccc1. Reaction SMILES: [C:33](=[O:34])([O-:35])[O-:36].[CH2:39]1[O:40][CH2:41][CH2:42][CH2:43]1.[CH3:29][C:30]([Cl:31])=[O:32].[K+:37].[K+:38].[NH2:1][c:2]1[c:3]([NH:22][c:23]2[cH:24][cH:25][cH:26][cH:27][cH:28]2)[cH:4][c:5]([N:8]2[CH2:9][CH2:10][N:11]([C:14](=[O:15])[c:16]3[cH:17][cH:18][cH:19][cH:20][cH:21]3)[CH2:12][CH2:13]2)[cH:6][cH:7]1>>[NH:1]([c:2]1[c:3]([NH:22][c:23]2[cH:24][cH:25][cH:26][cH:27][cH:28]2)[cH:4][c:5]([N:8]2[CH2:9][CH2:10][N:11]([C:14](=[O:15])[c:16]3[cH:17][cH:18][cH:19][cH:20][cH:21]3)[CH2:12][CH2:13]2)[cH:6][cH:7]1)[C:30]([CH3:29])=[O:32]. Starting materials: BrC1OC(=O)C2=CC=CC=C12 (3-bromophthalide), C(C(C)C)C1=CC=C(C=C1)C(C(=O)[O-])C.[Na+] (sodium 2-(4-isobutylphenyl)propionate), ice water. Solvent: CN(C=O)C (dimethylformamide). Yields the product C(C(C)C)C1=CC=C(C=C1)C(C(=O)OC1OC(=O)C2=CC=CC=C12)C (phthalidyl 2-(4-isobutylphenyl)propionate). The yield is 72.7%. Reaction SMILES: Br[CH:2]1[C:11]2[C:6](=[CH:7][CH:8]=[CH:9][CH:10]=2)[C:4](=[O:5])[O:3]1.[CH2:12]([C:16]1[CH:21]=[CH:20][C:19]([CH:22]([CH3:26])[C:23]([O-:25])=[O:24])=[CH:18][CH:17]=1)[CH:13]([CH3:15])[CH3:14].[Na+]>CN(C)C=O>[CH2:12]([C:16]1[CH:17]=[CH:18][C:19]([CH:22]([CH3:26])[C:23]([O:25][CH:2]2[C:11]3[C:6](=[CH:7][CH:8]=[CH:9][CH:10]=3)[C:4](=[O:5])[O:3]2)=[O:24])=[CH:20][CH:21]=1)[CH:13]([CH3:15])[CH3:14] |f:1.2|. Reported procedure: To a solution of 10.65 g of 3-bromophthalide in 100 ml of dimethylformamide, 11.5 g of sodium 2-(4-isobutylphenyl)propionate is added under stirring at room temperature. The reaction mixture is stirred 24 hours at room temperature, and it is then poured into 500 ml of ice water. After extraction with chloroform, the organic phase is washed with an aqueous solution of sodium bicarbonate, then with water and finally it is dried on anhydrous sodium sulfate and evaporated to dryness. The residue, cr...